This data is from the Open Reaction Database (ORD), a public repository of structured organic reaction records. The task is: describe an organic reaction: reactants, conditions, products, and yield Starting materials: NC=1N(N=C2N(C(N(C(C21)=O)CCC)=O)CCCC)CCCCl (3-amino-7-butyl-2-(3-chloropropyl)-5-propyl-2H-pyrazolo[3,4-d]pyrimidine-4,6(5H,7H)-dione), [H-].[Na+] (sodium hydride). Run in CN(C)C=O (DMF). Run at time 5 hour. Product: C(CCC)N1C(N(C(C=2C1=NN1C2NCCC1)=O)CCC)=O (1-Butyl-3-propyl-5,6,7,8-tetrahydropyrimido[2',1':5,1]pyrazolo[3,4-d]pyrimidine-2,4(1H,3H)-dione). The yield is 32.0%. As a reaction SMILES: [NH2:1][C:2]1[N:3]([CH2:20][CH2:21][CH2:22]Cl)[N:4]=[C:5]2[C:10]=1[C:9](=[O:11])[N:8]([CH2:12][CH2:13][CH3:14])[C:7](=[O:15])[N:6]2[CH2:16][CH2:17][CH2:18][CH3:19].[H-].[Na+]>CN(C=O)C>[CH2:16]([N:6]1[C:5]2=[N:4][N:3]3[CH2:20][CH2:21][CH2:22][NH:1][C:2]3=[C:10]2[C:9](=[O:11])[N:8]([CH2:12][CH2:13][CH3:14])[C:7]1=[O:15])[CH2:17][CH2:18][CH3:19] |f:1.2|. Reported procedure: To a stirred solution of 3-amino-7-butyl-2-(3-chloropropyl)-5-propyl-2H-pyrazolo[3,4-d]pyrimidine-4,6(5H,7H)-dione(2.1 g) in DMF(30 ml) was added sodium hydride(60% oil, 0.7 g) in portions under ice-cooling. The mixture was stirred at room temperature for further 5 hours. The reaction mixture was concentrated to dryness and the concentrate was added to ice-water. The mixture was stirred for a while, whereupon crystals precipitated out. The crystals were collected by filtration and recrystallized... The solvent is CN(C=O)C (dimethylformamide). Starting materials: IC1=C(C=CC=C1)O (2-iodophenol), C(C)OC(CCCBr)=O (4-bromobutyric acid ethyl ester), C([O-])([O-])=O.[Cs+].[Cs+] (cesium carbonate). Yields the product C(C)OC(CCCOC1=C(C=CC=C1)I)=O (4-(2-iodophenoxy)butyric acid ethyl ester). Yield: 63.7%. Reported procedure: Under the conditions of example 2A, 25 g of 2-iodophenol and 22.16 g of 4-bromobutyric acid ethyl ester are reacted in 100 ml of dimethylformamide in the presence of 74 g of cesium carbonate, worked up, and 24.2 g of 4-(2-iodophenoxy)butyric acid ethyl ester with a boiling point of 200° C./0.02 mbar is obtained as a colorless oil. As a reaction SMILES: [I:1][C:2]1[CH:7]=[CH:6][CH:5]=[CH:4][C:3]=1[OH:8].[CH2:9]([O:11][C:12](=[O:17])[CH2:13][CH2:14][CH2:15]Br)[CH3:10].C(=O)([O-])[O-].[Cs+].[Cs+]>CN(C)C=O>[CH2:9]([O:11][C:12](=[O:17])[CH2:13][CH2:14][CH2:15][O:8][C:3]1[CH:4]=[CH:5][CH:6]=[CH:7][C:2]=1[I:1])[CH3:10] |f:2.3.4|. Reactants: [Br-], O=[N+]([O-])c1ccc(C2(Br)CCCCC2)cc1, CCOC(C)=O, [Li+], [Li+], [Li+], O=C([O-])[O-], CN(C)C=O. Yields the product O=[N+]([O-])c1ccc(C2=CCCCC2)cc1. Reaction SMILES: [Br-:24].[Br:1][C:2]1([c:8]2[cH:9][cH:10][c:11]([N+:14](=[O:15])[O-:16])[cH:12][cH:13]2)[CH2:3][CH2:4][CH2:5][CH2:6][CH2:7]1.[CH3:30][CH2:31][O:32][C:33](=[O:34])[CH3:35].[Li+:17].[Li+:18].[Li+:23].[O-:19][C:20](=[O:21])[O-:22].[O:25]=[CH:26][N:27]([CH3:28])[CH3:29]>>[C:2]1([c:8]2[cH:9][cH:10][c:11]([N+:14](=[O:15])[O-:16])[cH:12][cH:13]2)=[CH:3][CH2:4][CH2:5][CH2:6][CH2:7]1. The solvent is ClCCl (dichloromethane), ClCCl (dichloromethane). Reaction conditions: temperature 0 celsius, time 2 hour. RXN SMILES: Cl.[CH3:2][O:3][C:4](=[O:14])[C@H:5]([CH2:7][C:8]1[CH:13]=[CH:12][CH:11]=[CH:10][CH:9]=1)[NH2:6].N1C=CC=CC=1.[C:21](Cl)(Cl)=[O:22].C1(C)C=CC=CC=1>ClCCl>[N:6]([C@@H:5]([CH2:7][C:8]1[CH:13]=[CH:12][CH:11]=[CH:10][CH:9]=1)[C:4]([O:3][CH3:2])=[O:14])=[C:21]=[O:22] |f:0.1|. Reported procedure: A well-stirred cold mixture (0° C.) of phenylalanine methyl ester hydrochloride (200 mg), anhydrous dichloromethane (3 ml), and anhydrous pyridine (295 μl, 4 eq.) was stirred for 15 min. A 2M phosgene solution in toluene (455 μl, 0.98 eq.) was added over 30 sec. followed by stirring for 2 h at 0° C. The reaction mixture was poured into dichloromethane washed with cold IN hydrochloric acid then ice water. Each aqueous layer was back extracted once with dichloromethane. The combined organic layer ... Product: N(=C=O)[C@H](C(=O)OC)CC1=CC=CC=C1 (methyl (S)-2-isocyanato-3-phenylpropanoate). Reactants: Cl.COC([C@@H](N)CC1=CC=CC=C1)=O (phenylalanine methyl ester hydrochloride), N1=CC=CC=C1 (pyridine), C(=O)(Cl)Cl (phosgene), C1(=CC=CC=C1)C (toluene). Yield: 49.9%. The reagents and catalysts are [Pd] (Pd/C). Reaction conditions: time 8 hour. Run in CCO (EtOH). As a reaction SMILES: [N+:1]([C:4]1[C:5]([CH:10]=[O:11])=[N:6][CH:7]=[CH:8][CH:9]=1)([O-])=O>CCO.[Pd]>[NH2:1][C:4]1[C:5]([CH:10]=[O:11])=[N:6][CH:7]=[CH:8][CH:9]=1. Reactants: [N+](=O)([O-])C=1C(=NC=CC1)C=O (3-nitropicolinaldehyde). Procedure details: To a solution of 3-nitropicolinaldehyde (500 mg, 3.28 mmol) in EtOH (10 mL) was added Pd/C (50 mg) under nitrogen atmosphere. The reaction mixture was stirred for overnight under hydrogen atmosphere. The reaction mixture was filtered through cilite and washed with EtOH. The filtrate was concentrated in vacuo to give 3-aminopicolinaldehyde (200 mg, 50% yield): 1H NMR (400 MHz, DMSO-d6) δ 7.132 (br s, 2H), 7.217-7.325 (m, 2H), 7.979 (dd, J=1.6 Hz, J=4.0 Hz, 1H), 9.899 (s, 1H); LC-MS (ESI) m/z 123.... Product: NC=1C(=NC=CC1)C=O (3-aminopicolinaldehyde). Reactants: CC(C)N, CCOC(=O)c1c(C(F)(F)F)nc(C(F)(F)F)c(C(=O)OC)c1Cl, CN(C)C=O. Product: CCOC(=O)c1c(C(F)(F)F)nc(C(F)(F)F)c(C(=O)OC)c1NC(C)C. Reaction SMILES: [CH3:25][CH:26]([CH3:27])[NH2:28].[F:1][C:2]([c:3]1[n:4][c:5]([C:19]([F:20])([F:21])[F:22])[c:6]([C:15](=[O:16])[O:17][CH3:18])[c:7]([Cl:14])[c:8]1[C:9](=[O:10])[O:11][CH2:12][CH3:13])([F:23])[F:24].[O:29]=[CH:30][N:31]([CH3:32])[CH3:33]>>[F:1][C:2]([c:3]1[n:4][c:5]([C:19]([F:20])([F:21])[F:22])[c:6]([C:15](=[O:16])[O:17][CH3:18])[c:7]([NH:28][CH:26]([CH3:25])[CH3:27])[c:8]1[C:9](=[O:10])[O:11][CH2:12][CH3:13])([F:23])[F:24]. Starting materials: CC1=C(C=C(C(=C1)OC)I)C1=CC=CC2=CC=CC(=C12)C1=C(C=C(C(=C1)I)OC)C (1,8-Bis(2′-methyl-4′-methoxy-5′-iodophenyl)naphthalene), C1(=CC=CC=C1)B(O)O (phenylboronic acid), [O-]P(=O)([O-])[O-].[K+].[K+].[K+] (K3PO4). The reagents and catalysts are C=1C=CC(=CC1)[P](C=2C=CC=CC2)(C=3C=CC=CC3)[Pd]([P](C=4C=CC=CC4)(C=5C=CC=CC5)C=6C=CC=CC6)([P](C=7C=CC=CC7)(C=8C=CC=CC8)C=9C=CC=CC9)[P](C=1C=CC=CC1)(C=1C=CC=CC1)C=1C=CC=CC1 (Pd(PPh3)4). The solvent is C1(=CC=CC=C1)C (toluene). Product: COC1=CC(=C(C=C1C1=CC=CC=C1)C1=CC=CC2=CC=CC(=C12)C=1C=C(C(=CC1C)OC)C1=CC=CC=C1)C (1,8-Bis(6′-methoxy-4′-methylbiphenyl-3′-yl)naphthalene). Yield: 175.0%. As a reaction SMILES: [CH3:1][C:2]1[CH:7]=[C:6]([O:8][CH3:9])[C:5](I)=[CH:4][C:3]=1[C:11]1[C:20]2[C:15](=[CH:16][CH:17]=[CH:18][C:19]=2[C:21]2[CH:26]=[C:25](I)[C:24]([O:28][CH3:29])=[CH:23][C:22]=2[CH3:30])[CH:14]=[CH:13][CH:12]=1.[C:31]1(B(O)O)[CH:36]=[CH:35][CH:34]=[CH:33][CH:32]=1.[O-]P([O-])([O-])=O.[K+].[K+].[K+]>C1(C)C=CC=CC=1.C1C=CC([P]([Pd]([P](C2C=CC=CC=2)(C2C=CC=CC=2)C2C=CC=CC=2)([P](C2C=CC=CC=2)(C2C=CC=CC=2)C2C=CC=CC=2)[P](C2C=CC=CC=2)(C2C=CC=CC=2)C2C=CC=CC=2)(C2C=CC=CC=2)C2C=CC=CC=2)=CC=1>[CH3:29][O:28][C:24]1[C:25]([C:31]2[CH:36]=[CH:35][CH:34]=[CH:33][CH:32]=2)=[CH:26][C:21]([C:19]2[C:20]3[C:15](=[CH:14][CH:13]=[CH:12][C:11]=3[C:3]3[CH:4]=[C:5]([C:2]4[CH:7]=[CH:6][CH:5]=[CH:4][CH:3]=4)[C:6]([O:8][CH3:9])=[CH:7][C:2]=3[CH3:1])[CH:16]=[CH:17][CH:18]=2)=[C:22]([CH3:30])[CH:23]=1 |f:2.3.4.5,^1:58,60,79,98|. Procedure details: A solution of 5a (0.20 g, 0.32 mmol), phenylboronic acid (0.12 g, 0.96 mmol), Pd(PPh3)4 (0.055 g, 0.048 mmol) and K3PO4, (0.31 g, 1.44 mmol) in 5 mL of toluene was stirred at 110° C. for 18 hours. The resulting mixture was allowed to come to room temperature, quenched with water and extracted with CH2Cl2. The combined organic layers were dried over MgSO4 and concentrated in vacuo. Purification by flash chromatography on silica gel (CH2Cl2:hexanes 1:2) afforded 0.14 g (0.28 mmol, 87%) of 6 as a w...